From a dataset of the Open Reaction Database (ORD), a public repository of structured organic reaction records. describe an organic reaction: reactants, conditions, products, and yield Reactants: C[O-].[Na+] (sodium methoxide), C1(=CC=CC=C1)C=1N=NC(N1)=S (3-Phenyl-1,2,4-triazole-5-thione), BrC=1SC(=CN1)[N+](=O)[O-] (2-bromo-5-nitrothiazole). The solvent is CO (methanol). Conditions: time 2 hour. The product is [N+](=O)([O-])C1=CN=C(S1)SC1=NNC(=N1)C1=CC=CC=C1 (3-[(5-nitrothiazol-2-yl)mercapto]-5-phenyl-1,2,4-triazole). The yield is 49.1%. RXN SMILES: [C:1]1([C:7]2[N:8]=[N:9][C:10](=[S:12])[N:11]=2)[CH:6]=[CH:5][CH:4]=[CH:3][CH:2]=1.C[O-].[Na+].Br[C:17]1[S:18][C:19]([N+:22]([O-:24])=[O:23])=[CH:20][N:21]=1>CO>[N+:22]([C:19]1[S:18][C:17]([S:12][C:10]2[N:11]=[C:7]([C:1]3[CH:2]=[CH:3][CH:4]=[CH:5][CH:6]=3)[NH:8][N:9]=2)=[N:21][CH:20]=1)([O-:24])=[O:23] |f:1.2|. Reported procedure: The starting material 2-bromo-5-nitrothiazole was prepared by treating 2-amino-5-nitrothiazole (Aldrich) with sodium nitrite and hydrogen bromide (Fr. Demande 2,015,434, 1970). 3-Phenyl-1,2,4-triazole-5-thione (E. Hogarth, J. Chem. Soc. (1949) 1163) was prepared by first reacting benzoyl chloride with thiosemicarbazide in pyridine at 0° C. to give benzoyl thiosemicarbazide. Benzoyl thiosemicarbazide was treated with potassium hydroxide in ethanol to give 3-phenyl-1,2,4-triazole-5-thione. 3-Pheny... The reactants are C(=NC1CCCCC1)=NC1CCCCC1, NC1CC1, CCN(C(C)C)C(C)C, Cc1nn(-c2cc(CC(Cl)C(=O)O)c(Cl)cc2Cl)c(=O)n1C(F)F, C1CCOC1, O, On1nnc2ccccc21. Product: Cc1nn(-c2cc(CC(Cl)C(=O)NC3CC3)c(Cl)cc2Cl)c(=O)n1C(F)F. RXN SMILES: [CH2:49]1[CH2:50][CH2:51][CH:52]([N:53]=[C:54]=[N:55][CH:56]2[CH2:57][CH2:58][CH2:59][CH2:60][CH2:61]2)[CH2:62][CH2:63]1.[CH:25]1([NH2:28])[CH2:26][CH2:27]1.[CH:40]([N:41]([CH2:42][CH3:43])[CH:44]([CH3:45])[CH3:46])([CH3:47])[CH3:48].[Cl:1][CH:2]([C:3](=[O:4])[OH:5])[CH2:6][c:7]1[c:8]([Cl:24])[cH:9][c:10]([Cl:23])[c:11](-[n:13]2[n:14][c:15]([CH3:22])[n:16]([CH:19]([F:20])[F:21])[c:17]2=[O:18])[cH:12]1.[O:64]1[CH2:65][CH2:66][CH2:67][CH2:68]1.[OH2:29].[OH:30][n:31]1[c:32]2[cH:33][cH:34][cH:35][cH:36][c:37]2[n:38][n:39]1>>[Cl:1][CH:2]([C:3](=[O:5])[NH:28][CH:25]1[CH2:26][CH2:27]1)[CH2:6][c:7]1[c:8]([Cl:24])[cH:9][c:10]([Cl:23])[c:11](-[n:13]2[n:14][c:15]([CH3:22])[n:16]([CH:19]([F:20])[F:21])[c:17]2=[O:18])[cH:12]1. Reaction SMILES: [C:20](=[O:21])([O-:22])[O-:23].[CH2:11]([CH2:12][CH3:13])[N:14]1[CH2:15][CH2:16][NH:17][CH2:18][CH2:19]1.[CH3:26][S:27](=[O:28])[CH3:29].[F:1][c:2]1[cH:3][cH:4][c:5]([C:8]([CH3:9])=[O:10])[cH:6][cH:7]1.[K+:24].[K+:25].[OH2:30]>>[c:2]1([N:17]2[CH2:16][CH2:15][N:14]([CH2:11][CH2:12][CH3:13])[CH2:19][CH2:18]2)[cH:3][cH:4][c:5]([C:8]([CH3:9])=[O:10])[cH:6][cH:7]1. The reactants are O=C([O-])[O-], CCCN1CCNCC1, CS(C)=O, CC(=O)c1ccc(F)cc1, [K+], [K+], O. Product: CCCN1CCN(c2ccc(C(C)=O)cc2)CC1. Starting materials: ClC=1C=C(N)C=CC1C (3-chloro-4-methylaniline), C1(CCCCC1)C=O (cyclohexanecarbaldehyde), C(#N)[BH3-].[Na+] (sodium cyanoborohydride). Run in CO (methanol). Run at time 1 hour. The product is ClC=1C=C(NCC2CCCCC2)C=CC1C (3-chloro-N-cyclohexylmethyl-4-methylaniline). Isolated yield 85.3%. RXN SMILES: [Cl:1][C:2]1[CH:3]=[C:4]([CH:6]=[CH:7][C:8]=1[CH3:9])[NH2:5].[CH:10]1([CH:16]=O)[CH2:15][CH2:14][CH2:13][CH2:12][CH2:11]1.C([BH3-])#N.[Na+]>CO>[Cl:1][C:2]1[CH:3]=[C:4]([CH:6]=[CH:7][C:8]=1[CH3:9])[NH:5][CH2:16][CH:10]1[CH2:15][CH2:14][CH2:13][CH2:12][CH2:11]1 |f:2.3|. Procedure details: To a solution of 3-chloro-4-methylaniline (7.08 g) in methanol (35 ml) were added cyclohexanecarbaldehyde (5.33 g) and sodium cyanoborohydride (3.78 g) under ice-cooling and the mixture was stirred at room temperature. After one hour, the reaction mixture was concentrated and water and saturated brine were added. The mixture was extracted 3 times with ethyl acetate. The organic layers were combined, washed with saturated brine and dried over anhydrous magnesium sulfate. The solvent was evaporate... Starting materials: CO, O=[N+]([O-])c1ccc(-c2nc3cc(Cl)cnc3[nH]2)s1. Yields the product Nc1ccc(-c2nc3cc(Cl)cnc3[nH]2)s1. As a reaction SMILES: [CH3:19][OH:20].[Cl:1][c:2]1[cH:3][c:4]2[c:5]([n:6][cH:7]1)[nH:8][c:9](-[c:11]1[s:12][c:13]([N+:16]([O-:17])=[O:18])[cH:14][cH:15]1)[n:10]2>>[Cl:1][c:2]1[cH:3][c:4]2[c:5]([n:6][cH:7]1)[nH:8][c:9](-[c:11]1[s:12][c:13]([NH2:16])[cH:14][cH:15]1)[n:10]2.